This data is from the Open Reaction Database (ORD), a public repository of structured organic reaction records. The task is: describe an organic reaction: reactants, conditions, products, and yield The reactants are O1CCCC1 (tetrahydrofuran), amidine, O1CCCC1 (tetrahydrofuran), C(CCC)[Li] (n-butyl lithium), O1CCCC1 (tetrahydrofuran), [Cl-].[NH4+] (ammonium chloride), CO (methanol), Formula XIII, C(C)(C)(C)N=C(C=C(C)O)N (N'-t-Butyl-3-hydroxybutenamidine), Compound XIV. Run in CCCCCC (hexane), O (water), C(Cl)(Cl)Cl (chloroform), C(Cl)(Cl)Cl (chloroform). Conditions: temperature 5 celsius, time 45 minute. The product is C(C)(=O)C=1C(=NC(=CC1C)NC(C)(C)C)NC(C)(C)C (3-Acetyl-2,6-di-t-butylamino-4-methylpyridine). Reaction SMILES: [C:1]([N:5]=[C:6]([NH2:11])[CH:7]=[C:8]([OH:10])[CH3:9])([CH3:4])([CH3:3])[CH3:2].O1[CH2:16][CH2:15][CH2:14][CH2:13]1.C([Li])[CH2:18][CH2:19][CH3:20].[Cl-].[NH4+:23].[CH3:24]O>CCCCCC.O.C(Cl)(Cl)Cl>[C:8]([C:7]1[C:6]([NH:5][C:1]([CH3:4])([CH3:2])[CH3:3])=[N:11][C:13]([NH:23][C:19]([CH3:18])([CH3:20])[CH3:24])=[CH:14][C:15]=1[CH3:16])(=[O:10])[CH3:9] |f:3.4|. Procedure: 3.17 g. (20.3 mmol.) of the amidine of Formula XIII (the product of Example 2) were suspended in 20 ml. of tetrahydrofuran and 12.7 ml. of a 1.6 M. solution of n-butyl lithium in hexane were added under nitrogen. The resulting exothermic reaction yielded a solution having a temperature of about 40° C. This solution was stirred at 30°-40° C. for 45 minutes and a solution of 2.80 g. (20.3 mmol.) of Compound XIV (Woodward et al., J. Amer. Chem. Soc. 88, 3169-3170 (1966).) in 8 ml. of tetrahydrofura... Starting materials: O=C([O-])[O-], COCCOC, CCOC(C)=O, O=C(O)C(F)(F)F, COc1nnc(-c2ccncc2)cc1-c1[nH]c2ccccc2c1I, [K+], [K+], CC(=O)[O-], CC(=O)[O-], O, OB(O)c1ccccc1, [Pd+2], c1ccc(P(c2ccccc2)c2ccccc2)cc1. Yields the product COc1nnc(-c2ccncc2)cc1-c1[nH]c2ccccc2c1-c1ccccc1. RXN SMILES: [C:41](=[O:42])([O-:43])[O-:44].[CH3:66][O:67][CH2:68][CH2:69][O:70][CH3:71].[CH3:82][CH2:83][O:84][C:85](=[O:86])[CH3:87].[F:25][C:26]([F:27])([F:28])[C:29]([OH:30])=[O:31].[I:1][c:2]1[c:3](-[c:11]2[c:12]([O:23][CH3:24])[n:13][n:14][c:15](-[c:17]3[cH:18][cH:19][n:20][cH:21][cH:22]3)[cH:16]2)[nH:4][c:5]2[cH:6][cH:7][cH:8][cH:9][c:10]12.[K+:45].[K+:46].[O-:74][C:75]([CH3:76])=[O:77].[O-:78][C:79]([CH3:80])=[O:81].[OH2:72].[OH:32][B:33]([OH:34])[c:35]1[cH:36][cH:37][cH:38][cH:39][cH:40]1.[Pd+2:73].[c:47]1([P:48]([c:49]2[cH:50][cH:51][cH:52][cH:53][cH:54]2)[c:55]2[cH:56][cH:57][cH:58][cH:59][cH:60]2)[cH:61][cH:62][cH:63][cH:64][cH:65]1>>[c:2]1(-[c:35]2[cH:36][cH:37][cH:38][cH:39][cH:40]2)[c:3](-[c:11]2[c:12]([O:23][CH3:24])[n:13][n:14][c:15](-[c:17]3[cH:18][cH:19][n:20][cH:21][cH:22]3)[cH:16]2)[nH:4][c:5]2[cH:6][cH:7][cH:8][cH:9][c:10]12. Starting materials: NC1CCN(CC1)CC12C3=CC=CC=C3C(C=3C=CC=CC13)C2 (4-amino-1-[9,10-dihydro-9,10-methanoanthracen-9-ylmethyl]piperidine), Cl.N1=C(C=CC=C1)CC(=O)O (2-(2-pyridyl)acetic acid hydrochloride). The product is C1=CC=CC=2C3C4=CC=CC=C4C(C12)(C3)CN3CCC(CC3)NC(CC3=NC=CC=C3)=O (N-(1-[9,10-Dihydro-9,10-methanoanthracen-9-ylmethyl]-4-piperidyl)-2-(2-pyridyl)acetamide), solid. Yield: 72.0%. RXN SMILES: [NH2:1][CH:2]1[CH2:7][CH2:6][N:5]([CH2:8][C:9]23[CH2:23][CH:16]([C:17]4[CH:18]=[CH:19][CH:20]=[CH:21][C:22]=42)[C:15]2[C:10]3=[CH:11][CH:12]=[CH:13][CH:14]=2)[CH2:4][CH2:3]1.Cl.[N:25]1[CH:30]=[CH:29][CH:28]=[CH:27][C:26]=1[CH2:31][C:32](O)=[O:33]>>[CH:21]1[C:22]2[C:9]3([CH2:8][N:5]4[CH2:6][CH2:7][CH:2]([NH:1][C:32](=[O:33])[CH2:31][C:26]5[CH:27]=[CH:28][CH:29]=[CH:30][N:25]=5)[CH2:3][CH2:4]4)[CH2:23][CH:16]([C:15]4[C:10]3=[CH:11][CH:12]=[CH:13][CH:14]=4)[C:17]=2[CH:18]=[CH:19][CH:20]=1 |f:1.2|. Reported procedure: Using a procedure similar to that described in Example 6 except starting with 4-amino-1-[9,10-dihydro-9,10-methanoanthracen-9-ylmethyl]piperidine and 2-(2-pyridyl)acetic acid hydrochloride, the title compound was obtained as a white solid (72%), mp 176.0°-7.5° C.; MS(CI): 424 (M+H); NMR (300 MHz,DMSO-d6): 1.37(m, 2H), 1.69(m, 2H), 2.27(m, 2H), 2.45(s, 2H), 2.93(m, 2H), 3.34(m, 2H), 3.57 (m, 3H), 4.31(s, 1H), 6.92(m, 4H), 7.17-7.31(m, 6H), 7.71(t, 1H, J=7.7 Hz), 8.02(d, 1H, J=7.7 Hz), 8.45(m, 1H)... Reaction SMILES: [NH2:1][C:2]1[C:15]([Cl:16])=[CH:14][C:13]([Cl:17])=[CH:12][C:3]=1[C:4]([N:6]=[S:7]([CH2:10][CH3:11])[CH2:8][CH3:9])=[O:5].[Cl:18][C:19]1[C:20]([N:25]2[C:29]([C:30](Cl)=[O:31])=[CH:28][C:27]([C:33]([F:36])([F:35])[F:34])=[N:26]2)=[N:21][CH:22]=[CH:23][CH:24]=1>N1C=CC=CC=1>[Cl:18][C:19]1[C:20]([N:25]2[C:29]([C:30]([NH:1][C:2]3[C:3]([C:4](=[O:5])[N:6]=[S:7]([CH2:8][CH3:9])[CH2:10][CH3:11])=[CH:12][C:13]([Cl:17])=[CH:14][C:15]=3[Cl:16])=[O:31])=[CH:28][C:27]([C:33]([F:36])([F:34])[F:35])=[N:26]2)=[N:21][CH:22]=[CH:23][CH:24]=1. Reaction conditions: time 1 hour. Yield: 28.4%. Run in N1=CC=CC=C1 (pyridine), N1=CC=CC=C1 (pyridine). Yields the product ClC=1C(=NC=CC1)N1N=C(C=C1C(=O)NC1=C(C=C(C=C1C(N=S(CC)CC)=O)Cl)Cl)C(F)(F)F (2-(3-chloro-2-pyridyl)-N-[2,4-dichloro-6-[(diethyl-λ4-sulfanylidene)carbamoyl]phenyl]-5-(trifluoromethyl)pyrazole-3-carboxamide). Reported procedure: To a solution of 2-amino-3,5-dichloro-N-(diethyl-λ4-sulfanylidene)benzamide (8.82 g, 25.6 mmol) in pyridine (30 mL) was added N,N-dimethylamino pyridine (312 mg, 2.56 mmol, 10.0 mol %). At 90° C., a solution of 2-(3-chloro-2-pyridyl)-5-(trifluoromethyl)pyrazole-3-carbonyl chloride (10.90 g, 29.12 mmol, 1.100 equiv.) in pyridine (50 mL) was added dropwise and the mixture was stirred for 1 h. The mixture was cooled and concentrated in vacuum. Water was added and the mixture was extracted with ethy... Reactants: NC1=C(C(=O)N=S(CC)CC)C=C(C=C1Cl)Cl (2-amino-3,5-dichloro-N-(diethyl-λ4-sulfanylidene)benzamide), N,N-dimethylamino pyridine, ClC=1C(=NC=CC1)N1N=C(C=C1C(=O)Cl)C(F)(F)F (2-(3-chloro-2-pyridyl)-5-(trifluoromethyl)pyrazole-3-carbonyl chloride). Starting materials: O=C1CCC(=O)N1Br, CC(C)=O, CCOC(C)=O, O=C(NC1CCCN2c3cc(Cl)ccc3Oc3ccccc3C12)C(F)(F)F, Cl. The product is O=C(NC1CCCN2c3cc(Cl)c(Br)cc3Oc3ccccc3C12)C(F)(F)F. Reaction SMILES: [Br:1][N:2]1[C:3](=[O:4])[CH2:5][CH2:6][C:7]1=[O:8].[CH3:37][C:38](=[O:39])[CH3:40].[CH3:41][CH2:42][O:43][C:44](=[O:45])[CH3:46].[Cl:10][c:11]1[cH:12][c:13]2[c:14]([cH:35][cH:36]1)[O:15][c:16]1[c:17]([cH:31][cH:32][cH:33][cH:34]1)[CH:18]1[N:19]2[CH2:20][CH2:21][CH2:22][CH:23]1[NH:24][C:25]([C:26]([F:27])([F:28])[F:29])=[O:30].[ClH:9]>>[Br:1][c:36]1[c:11]([Cl:10])[cH:12][c:13]2[c:14]([cH:35]1)[O:15][c:16]1[c:17]([cH:31][cH:32][cH:33][cH:34]1)[CH:18]1[N:19]2[CH2:20][CH2:21][CH2:22][CH:23]1[NH:24][C:25]([C:26]([F:27])([F:28])[F:29])=[O:30]. Reactants: CO, COC(C)OCN(c1onc(C)c1Cl)S(=O)(=O)c1c(Cc2cccc3ccccc23)sc2ncccc12, Cl. Yields the product Cc1noc(NS(=O)(=O)c2c(Cc3cccc4ccccc34)sc3ncccc23)c1Cl. Reaction SMILES: [CH3:39][OH:40].[Cl:1][c:2]1[c:3]([CH3:37])[n:4][o:5][c:6]1[N:7]([S:8](=[O:9])(=[O:10])[c:11]1[c:12]([CH2:20][c:21]2[cH:22][cH:23][cH:24][c:25]3[cH:26][cH:27][cH:28][cH:29][c:30]23)[s:13][c:14]2[n:15][cH:16][cH:17][cH:18][c:19]12)[CH2:31][O:32][CH:33]([O:34][CH3:35])[CH3:36].[ClH:38]>>[Cl:1][c:2]1[c:3]([CH3:37])[n:4][o:5][c:6]1[NH:7][S:8](=[O:9])(=[O:10])[c:11]1[c:12]([CH2:20][c:21]2[cH:22][cH:23][cH:24][c:25]3[cH:26][cH:27][cH:28][cH:29][c:30]23)[s:13][c:14]2[n:15][cH:16][cH:17][cH:18][c:19]12. The reactants are C(C1=CC=CC=C1)N(S(=O)(=O)C1=CC=C(C=C1)OC)C1=C(C=CC=C1C(F)(F)F)C#N (N-Benzyl-N-(2-cyano-6-trifluoromethyl-phenyl)-4-methoxy-benzenesulfonamide), [OH-].[Na+] (NaOH). Solvent: C(CC)O (n-propanol). The product is C(C1=CC=CC=C1)N(C1=C(C(=O)N)C=CC=C1C(F)(F)F)S(=O)(=O)C1=CC=C(C=C1)OC (2-[Benzyl-(4-methoxy-benzenesulfonyl)-amino]-3-trifluoromethyl-benzamide). Isolated yield 93.0%. RXN SMILES: [CH2:1]([N:8]([C:20]1[C:25]([C:26]([F:29])([F:28])[F:27])=[CH:24][CH:23]=[CH:22][C:21]=1[C:30]#[N:31])[S:9]([C:12]1[CH:17]=[CH:16][C:15]([O:18][CH3:19])=[CH:14][CH:13]=1)(=[O:11])=[O:10])[C:2]1[CH:7]=[CH:6][CH:5]=[CH:4][CH:3]=1.[OH-:32].[Na+]>C(O)CC>[CH2:1]([N:8]([S:9]([C:12]1[CH:13]=[CH:14][C:15]([O:18][CH3:19])=[CH:16][CH:17]=1)(=[O:11])=[O:10])[C:20]1[C:25]([C:26]([F:29])([F:27])[F:28])=[CH:24][CH:23]=[CH:22][C:21]=1[C:30]([NH2:31])=[O:32])[C:2]1[CH:3]=[CH:4][CH:5]=[CH:6][CH:7]=1 |f:1.2|. Procedure: To a solution of 1.78 g (4.0 mmol) of the product of Example 122 in 30 mL of n-propanol was added 8 mL of 5N NaOH solution. The resulting mixture was refluxed for 66 h and concentrated. The residue was stirred in water and filtered to provide 1.725 g (93%) of the desired amide as a white solid. Electrospray Mass Spec 465.2(M+H).